From a dataset of the Open Reaction Database (ORD), a public repository of structured organic reaction records. describe an organic reaction: reactants, conditions, products, and yield The reactants are FC(C=1C=CC(=NC1)N1CCNCC1)(F)F (1-[5-(trifluoromethyl)pyridin-2-yl]piperazine), TEA, CS(=O)(=O)Cl (methanesulfonylchloride). The solvent is O (water), ClCCl (dichloromethane). Conditions: time 6 hour. Product: CS(=O)(=O)N1CCN(CC1)C1=NC=C(C=C1)C(F)(F)F (1-(Methylsulfonyl)-4-[5-(trifluoromethyl)pyridin-2-yl]piperazine). The yield is 88.2%. Reaction SMILES: [F:1][C:2]([F:16])([F:15])[C:3]1[CH:4]=[CH:5][C:6]([N:9]2[CH2:14][CH2:13][NH:12][CH2:11][CH2:10]2)=[N:7][CH:8]=1.[CH3:17][S:18](Cl)(=[O:20])=[O:19]>ClCCl.O>[CH3:17][S:18]([N:12]1[CH2:11][CH2:10][N:9]([C:6]2[CH:5]=[CH:4][C:3]([C:2]([F:1])([F:15])[F:16])=[CH:8][N:7]=2)[CH2:14][CH2:13]1)(=[O:20])=[O:19]. Reported procedure: To a solution of 1-[5-(trifluoromethyl)pyridin-2-yl]piperazine (23 g, 0.099 mol) and TEA (42 mL 0.298 mol) in dry dichloromethane (400 mL) maintained at 0° C. under nitrogen atmosphere, was added methanesulfonylchloride (12.6 g, 0.109 mol) over a period of 20 min. The reaction mixture was stirred at room temperature for 6 h and diluted with water. The organic layer was separated, washed with brine, dried over magnesium sulfate, filtrated and concentrated. The crude product was recrystallized fro... Yields the product CCOC(C)CC=Cc1ccc(-c2ncc(O)cn2)cc1. RXN SMILES: [CH3:1][O:2][CH2:3][c:4]1[cH:5][n:6][c:7](-[c:10]2[cH:11][cH:12][c:13]([CH:16]=[CH:17][CH2:18][CH:19]([CH3:20])[O:21][CH2:22][CH3:23])[cH:14][cH:15]2)[n:8][cH:9]1.[O:24]1[CH2:25][CH2:26][CH2:27][CH2:28]1.[OH2:29]>>[c:4]1([OH:24])[cH:5][n:6][c:7](-[c:10]2[cH:11][cH:12][c:13]([CH:16]=[CH:17][CH2:18][CH:19]([CH3:20])[O:21][CH2:22][CH3:23])[cH:14][cH:15]2)[n:8][cH:9]1. Reactants: CCOC(C)CC=Cc1ccc(-c2ncc(COC)cn2)cc1, C1CCOC1, O.